From a dataset of the Open Reaction Database (ORD), a public repository of structured organic reaction records. describe an organic reaction: reactants, conditions, products, and yield Starting materials: ( 1 ), ( 1 ), FC(CCCC(=O)O)(F)F (5,5,5-Trifluoropentanoic acid), Cl.CN[C@H](C(=O)OC)CCC=C ((S)-methyl 2-(methylamino)hex-5-enoate hydrochloride). Product: FC(CCCC(=O)N(C)[C@H](C(=O)OC)CCC=C)(F)F ((S)-methyl 2-(5,5,5-trifluoro-N-methylpentanamido)hex-5-enoate). Yield: 65.0%. As a reaction SMILES: [F:1][C:2]([F:10])([F:9])[CH2:3][CH2:4][CH2:5][C:6]([OH:8])=O.Cl.[CH3:12][NH:13][C@@H:14]([CH2:19][CH2:20][CH:21]=[CH2:22])[C:15]([O:17][CH3:18])=[O:16]>>[F:9][C:2]([F:1])([F:10])[CH2:3][CH2:4][CH2:5][C:6]([N:13]([C@@H:14]([CH2:19][CH2:20][CH:21]=[CH2:22])[C:15]([O:17][CH3:18])=[O:16])[CH3:12])=[O:8] |f:1.2|. Reported procedure: Step L (1): 5,5,5-Trifluoropentanoic acid and (S)-methyl 2-(methylamino)hex-5-enoate hydrochloride from Step K (2) were coupled according to the conditions described in Step A (1). The crude reaction products were purified by silica-gel column chromatography to give 276 mg (65% yield) of (S)-methyl 2-(5,5,5-trifluoro-N-methylpentanamido)hex-5-enoate. LC-MS (M+H)+=296.3; 1H NMR (500 MHz, CDCl3) δ ppm 1.73-1.83 (m, 1H) 1.84-2.25 (m, 7H) 2.37-2.52 (m, 2H) 2.78-2.96 (m, 3H) 3.66-3.75 (m, 3H) 4.94-5.... The reactants are ClC1=NC=CC(=N1)C1=CC2=C(N=C(S2)NC(C)=O)C=C1 (N-(6-(2-chloropyrimidin-4-yl)benzo[d]thiazol-2-yl)acetamide), N1(CCCCC1)N (piperidin-1-amine). Run in CS(=O)C (DMSO), CS(=O)C (DMSO). Reaction conditions: temperature 80 celsius, time 20 minute. Product: N1(CCCCC1)C1=NC=CC(=N1)C1=CC2=C(N=C(S2)NC(C)=O)C=C1 (N-(6-(2-(piperidin-1-yl)pyrimidin-4-yl)benzo[d]thiazol-2-yl)acetamide). Yield: 18.9%. RXN SMILES: Cl[C:2]1[N:7]=[C:6]([C:8]2[CH:20]=[CH:19][C:11]3[N:12]=[C:13]([NH:15][C:16](=[O:18])[CH3:17])[S:14][C:10]=3[CH:9]=2)[CH:5]=[CH:4][N:3]=1.[N:21]1(N)[CH2:26][CH2:25][CH2:24][CH2:23][CH2:22]1>CS(C)=O>[N:21]1([C:2]2[N:7]=[C:6]([C:8]3[CH:20]=[CH:19][C:11]4[N:12]=[C:13]([NH:15][C:16](=[O:18])[CH3:17])[S:14][C:10]=4[CH:9]=3)[CH:5]=[CH:4][N:3]=2)[CH2:26][CH2:25][CH2:24][CH2:23][CH2:22]1. Procedure details: A mixture of N-(6-(2-chloropyrimidin-4-yl)benzo[d]thiazol-2-yl)acetamide (0.100 g, 0.3 mmol) and piperidin-1-amine (0.03 g, 0.3 mmol) in DMSO (0.03 g, 0.3 mmol) was heated under microwave (CEM) at 80° C. and 130 W (Powermax® off) for 20 min. Then, the mixture was diluted with 1 ml of DMSO and purified by HPLC (5-50% CH3CN in water) to give a light yellow solid (20 mg) as a TFA salt. MS (ESI pos. ion) Found m/z: 354, (M+H)+. The reactants are CC(=O)OC(C)=O, CO, Cc1cc(O)c(N)cc1Cl, O. The product is CC(=O)Nc1cc(Cl)c(C)cc1O. RXN SMILES: [CH3:13][C:14](=[O:15])[O:16][C:17](=[O:18])[CH3:19].[CH3:1][OH:2].[NH2:3][c:4]1[c:5]([OH:12])[cH:6][c:7]([CH3:11])[c:8]([Cl:10])[cH:9]1.[OH2:20]>>[NH:3]([c:4]1[c:5]([OH:12])[cH:6][c:7]([CH3:11])[c:8]([Cl:10])[cH:9]1)[C:14]([CH3:13])=[O:15]. Reactants: example 1 ( b ), CS(=O)(=O)C=1C=CC(=C(C(=O)O)C1)OC(C(F)(F)F)C (Rac-5-Methanesulfonyl-2-(2,2,2-trifluoro-1-methyl-ethoxy)-benzoic acid), Cl.CS(=O)(=O)C1=CN=C(S1)N1CCNCC1 (1-(5-methanesulfonyl-thiazol-2-yl)-piperazine hydrochloride). The product is CS(=O)(=O)C1=CN=C(S1)N1CCN(CC1)C(=O)C1=C(C=CC(=C1)S(=O)(=O)C)OC(C(F)(F)F)C ([4-(5-Methanesulfonyl-thiazol-2-yl)-piperazin-1-yl]-[5-methanesulfonyl-2-(2,2,2-trifluoro-1-methyl-ethoxy)-phenyl]-methanone). The yield is 29.0%. Reaction SMILES: [CH3:1][S:2]([C:5]1[CH:6]=[CH:7][C:8]([O:14][CH:15]([CH3:20])[C:16]([F:19])([F:18])[F:17])=[C:9]([CH:13]=1)[C:10]([OH:12])=O)(=[O:4])=[O:3].Cl.[CH3:22][S:23]([C:26]1[S:30][C:29]([N:31]2[CH2:36][CH2:35][NH:34][CH2:33][CH2:32]2)=[N:28][CH:27]=1)(=[O:25])=[O:24]>>[CH3:22][S:23]([C:26]1[S:30][C:29]([N:31]2[CH2:36][CH2:35][N:34]([C:10]([C:9]3[CH:13]=[C:5]([S:2]([CH3:1])(=[O:3])=[O:4])[CH:6]=[CH:7][C:8]=3[O:14][CH:15]([CH3:20])[C:16]([F:19])([F:18])[F:17])=[O:12])[CH2:33][CH2:32]2)=[N:28][CH:27]=1)(=[O:24])=[O:25] |f:1.2|. Procedure: Prepared in analogy to example 1 (b) from 5-methanesulfonyl-2-(2,2,2-trifluoro-1-methyl-ethoxy)-benzoic acid (Example A2) and 1-(5-methanesulfonyl-thiazol-2-yl)-piperazine hydrochloride (Example 21(c)). The crude material was purified by chromatography (SiO2, ethyl acetate/heptane) followed by trituration in ether to yield the title compound as a white crystalline solid (yield 29%). MS (m/e): 542.2 (M+H+, 100%), 559.2 (M+NH4+, 65%). The reactants are C(=O)NC=1SC=C(N1)CSC1=CC=NC=C1 (2-formylamino-4-(4-pyridylthiomethyl)thiazole), ClN1C(CCC1=O)=O (N-chlorosuccinimide). Solvent: C(C)(=O)O (acetic acid). Conditions: time 16 hour. The product is ClC1=C(N=C(S1)NC=O)CSC1=CC=NC=C1 (5-chloro-2-formylamino-4-(4-pyridylthiomethyl)thiazole). The yield is 46.7%. Reaction SMILES: [CH:1]([NH:3][C:4]1[S:5][CH:6]=[C:7]([CH2:9][S:10][C:11]2[CH:16]=[CH:15][N:14]=[CH:13][CH:12]=2)[N:8]=1)=[O:2].[Cl:17]N1C(=O)CCC1=O>C(O)(=O)C>[Cl:17][C:6]1[S:5][C:4]([NH:3][CH:1]=[O:2])=[N:8][C:7]=1[CH2:9][S:10][C:11]1[CH:16]=[CH:15][N:14]=[CH:13][CH:12]=1. Reported procedure: A mixture of 2-formylamino-4-(4-pyridylthiomethyl)thiazole (1.6 g) and N-chlorosuccinimide (1.5 g) in acetic acid (25 ml) was heated at 40°-50° C. for 5 hours with stirring and then the mixture was allowed to stand at room temperature for 16 hours. The reaction mixture was concentrated under reduced pressure and the residue was triturated with aqueous sodium bicarbonate. The precipitates were collected by filtration washed with water and dried in vacuo to give 5-chloro-2-formylamino-4-(4-pyridyl... The reactants are C1CCOC1, C[Si](C)(C)C=[N+]=[N-], CO, CNc1c([N+](=O)[O-])cc(C(=O)O)c(F)c1Cl. The product is CNc1c([N+](=O)[O-])cc(C(=O)OC)c(F)c1Cl. As a reaction SMILES: [CH2:24]1[O:25][CH2:26][CH2:27][CH2:28]1.[CH3:17][Si:18]([CH:19]=[N+:20]=[N-:21])([CH3:22])[CH3:23].[CH3:29][OH:30].[Cl:1][c:2]1[c:3]([F:16])[c:4]([C:5](=[O:6])[OH:7])[cH:8][c:9]([N+:13](=[O:14])[O-:15])[c:10]1[NH:11][CH3:12]>>[Cl:1][c:2]1[c:3]([F:16])[c:4]([C:5]([O:6][CH3:17])=[O:7])[cH:8][c:9]([N+:13](=[O:14])[O-:15])[c:10]1[NH:11][CH3:12].